Dataset: the Open Reaction Database (ORD), a public repository of structured organic reaction records. Task: describe an organic reaction: reactants, conditions, products, and yield Starting materials: COC1=C(C2=CC=C(C=C2C=C1)C1=CC(=CC=C1)OC)C(=O)NC1=CC(=CC=C1)OC (2-methoxy-N,6-bis(3-methoxyphenyl)-1-naphthamide), B(Br)(Br)Br (boron tribromide). Product: OC1=C(C2=CC=C(C=C2C=C1)C1=CC(=CC=C1)O)C(=O)NC1=CC(=CC=C1)O (2-Hydroxy-N,6-bis(3-hydroxyphenyl)-1-naphthamide). Isolated yield 75.0%. As a reaction SMILES: C[O:2][C:3]1[CH:12]=[CH:11][C:10]2[C:5](=[CH:6][CH:7]=[C:8]([C:13]3[CH:18]=[CH:17][CH:16]=[C:15]([O:19]C)[CH:14]=3)[CH:9]=2)[C:4]=1[C:21]([NH:23][C:24]1[CH:29]=[CH:28][CH:27]=[C:26]([O:30]C)[CH:25]=1)=[O:22].B(Br)(Br)Br>>[OH:2][C:3]1[CH:12]=[CH:11][C:10]2[C:5](=[CH:6][CH:7]=[C:8]([C:13]3[CH:18]=[CH:17][CH:16]=[C:15]([OH:19])[CH:14]=3)[CH:9]=2)[C:4]=1[C:21]([NH:23][C:24]1[CH:29]=[CH:28][CH:27]=[C:26]([OH:30])[CH:25]=1)=[O:22]. Procedure details: The compound is prepared by reaction of 2-methoxy-N,6-bis(3-methoxyphenyl)-1-naphthamide (150 mg, 0.36 mmol, 1 eq) with boron tribromide solution (2.9 ml, 2.9 mmol, 8 eq) according to method G. Purification by column chromatography with dichloromethane/methanol 93/7 as the eluent yielded the desired product in a yield of 75%, 100 mg.